From a dataset of the Open Reaction Database (ORD), a public repository of structured organic reaction records. describe an organic reaction: reactants, conditions, products, and yield The reactants are ClC1=C(C(=O)Cl)C=C(C=C1)S(=O)(=O)N1C[C@H](C[C@H](C1)C)C (2-Chloro-5-(cis-3,5-dimethylpiperidinosulfonyl)benzoyl chloride), NCCCC(=O)O (4-aminobutyric acid). Run in O (water), CC(=O)C (acetone), [OH-].[Na+] (sodium hydroxide). Product: ClC1=C(C(=O)NCCCC(=O)O)C=C(C=C1)S(=O)(=O)N1C[C@H](C[C@H](C1)C)C (N-[2-Chloro-5-(cis-3,5-dimethylpiperidinosulfonyl)benzoyl]4-aminobutyric Acid). As a reaction SMILES: [Cl:1][C:2]1[CH:10]=[CH:9][C:8]([S:11]([N:14]2[CH2:19][C@H:18]([CH3:20])[CH2:17][C@H:16]([CH3:21])[CH2:15]2)(=[O:13])=[O:12])=[CH:7][C:3]=1[C:4](Cl)=[O:5].[NH2:22][CH2:23][CH2:24][CH2:25][C:26]([OH:28])=[O:27]>O.CC(C)=O.[OH-].[Na+]>[Cl:1][C:2]1[CH:10]=[CH:9][C:8]([S:11]([N:14]2[CH2:19][C@H:18]([CH3:20])[CH2:17][C@H:16]([CH3:21])[CH2:15]2)(=[O:13])=[O:12])=[CH:7][C:3]=1[C:4]([NH:22][CH2:23][CH2:24][CH2:25][C:26]([OH:28])=[O:27])=[O:5] |f:4.5|. Procedure: 2-Chloro-5-(cis-3,5-dimethylpiperidinosulfonyl)benzoyl chloride (1.75 g.) is added to a solution of 4-aminobutyric acid (0.54 g.) in water (30 ml.), acetone (30 ml.) and 1 N sodium hydroxide (10 ml.). After stirring at room temperature for a half hour, the acetone is removed by evaporation, and the aqueous solution is acidified with concentrated hydrochloric acid. The precipitate is dissolved in 50 ml. of hot acetone-methanol (1:1) and concentrated to half volume. Hexane is added to crystallize ... Starting materials: COC(=O)c1ccc(-c2cc(Cl)c(CC3CCN(C4CCC(OC)CC4)C3=O)c(Cl)c2)cc1, CO, [Na+], [OH-]. Product: COC1CCC(N2CCC(Cc3c(Cl)cc(-c4ccc(C(=O)O)cc4)cc3Cl)C2=O)CC1. As a reaction SMILES: [CH3:1][O:2][C:3](=[O:4])[c:5]1[cH:6][cH:7][c:8](-[c:11]2[cH:12][c:13]([Cl:33])[c:14]([CH2:18][CH:19]3[C:20](=[O:32])[N:21]([CH:24]4[CH2:25][CH2:26][CH:27]([O:30][CH3:31])[CH2:28][CH2:29]4)[CH2:22][CH2:23]3)[c:15]([Cl:17])[cH:16]2)[cH:9][cH:10]1.[CH3:36][OH:37].[Na+:35].[OH-:34]>>[O:2]=[C:3]([OH:4])[c:5]1[cH:6][cH:7][c:8](-[c:11]2[cH:12][c:13]([Cl:33])[c:14]([CH2:18][CH:19]3[C:20](=[O:32])[N:21]([CH:24]4[CH2:25][CH2:26][CH:27]([O:30][CH3:31])[CH2:28][CH2:29]4)[CH2:22][CH2:23]3)[c:15]([Cl:17])[cH:16]2)[cH:9][cH:10]1. Reactants: C(C=C)(=O)OCCN(C)C (N,N-dimethylaminoethyl acrylate), CC(=O)C (acetone), C1CCOS1(=O)=O (propane sultone). Reaction conditions: temperature 30 celsius, time 8 hour. Product: C[N+](CCCS(=O)(=O)O)(CCOC(C=C)=O)C.C[N+](C)(C)CC(=O)O (N,N-Dimethyl-N-acryloyloxyethyl-N-(3-sulfopropyl)-ammonium Betaine). Reaction SMILES: [C:1]([O:5][CH2:6][CH2:7][N:8]([CH3:10])[CH3:9])(=[O:4])[CH:2]=[CH2:3].[CH2:11]1[S:15](=[O:17])(=[O:16])[O:14][CH2:13][CH2:12]1.C[C:19]([CH3:21])=[O:20]>>[CH3:9][N+:8]([CH3:10])([CH2:7][CH2:6][O:5][C:1](=[O:4])[CH:2]=[CH2:3])[CH2:13][CH2:12][CH2:11][S:15]([OH:14])(=[O:17])=[O:16].[CH3:7][N+:8]([CH2:21][C:19]([OH:14])=[O:20])([CH3:10])[CH3:9] |f:3.4|. Procedure details: 10 g of N,N-dimethylaminoethyl acrylate (CPS Chemical Company, Old Bridge, N.J.) is dissolved in approximately 150 mL of acetone in a 250 mL round bottom flask containing a magnetic stir bar. To this solution is added 8.35 g of propane sultone (Aldrich). The flask is equipped with a reflux condenser and heated at 30° C. with stirring overnight. In the morning, the resulting white solid is isolated by filtration, washed twice with diethyl ether, and dried under vacuum in a desiccator for 24 hours... The reactants are CCOC(=O)N=NC(=O)OCC, COc1ccc(CCN2CC(O)CC2CN2c3ccccc3COc3ccccc32)cc1, O=C(O)c1ccccc1. Yields the product COc1ccc(CCN2CC(OC(=O)c3ccccc3)CC2CN2c3ccccc3COc3ccccc32)cc1. As a reaction SMILES: [O:42]=[C:43]([O:44][CH2:45][CH3:46])[N:47]=[N:48][C:49]([O:50][CH2:51][CH3:52])=[O:53].[OH:1][CH:2]1[CH2:3][CH:4]([CH2:17][N:18]2[c:19]3[c:20]([cH:29][cH:30][cH:31][cH:32]3)[O:21][CH2:22][c:23]3[c:24]2[cH:25][cH:26][cH:27][cH:28]3)[N:5]([CH2:7][CH2:8][c:9]2[cH:10][cH:11][c:12]([O:15][CH3:16])[cH:13][cH:14]2)[CH2:6]1.[OH:33][C:34](=[O:35])[c:36]1[cH:37][cH:38][cH:39][cH:40][cH:41]1>>[O:1]([CH:2]1[CH2:3][CH:4]([CH2:17][N:18]2[c:19]3[c:20]([cH:29][cH:30][cH:31][cH:32]3)[O:21][CH2:22][c:23]3[c:24]2[cH:25][cH:26][cH:27][cH:28]3)[N:5]([CH2:7][CH2:8][c:9]2[cH:10][cH:11][c:12]([O:15][CH3:16])[cH:13][cH:14]2)[CH2:6]1)[C:34](=[O:33])[c:36]1[cH:37][cH:38][cH:39][cH:40][cH:41]1. Starting materials: COC1=CC=2C3C(C(NC2C=C1)=O)CCC3 (8-methoxy-1,2,3,3a,5,9b-hexahydrocyclopenta[c]quinolin-4-one), COC=1C=CC(=CC1)P2(=S)SP(=S)(S2)C=3C=CC(=CC3)OC (Lawesson's reagent). The product is COC1=CC=2C3C(C(NC2C=C1)=S)CCC3 (8-Methoxy-1,2,3,3a,5,9b-hexahydrocyclopenta[c]quinoline-4-thione). Isolated yield 70.7%. As a reaction SMILES: [CH3:1][O:2][C:3]1[CH:12]=[CH:11][C:10]2[NH:9][C:8](=O)[CH:7]3[CH2:14][CH2:15][CH2:16][CH:6]3[C:5]=2[CH:4]=1.COC1C=CC(P2(SP(C3C=CC(OC)=CC=3)(=S)S2)=[S:26])=CC=1>>[CH3:1][O:2][C:3]1[CH:12]=[CH:11][C:10]2[NH:9][C:8](=[S:26])[CH:7]3[CH2:14][CH2:15][CH2:16][CH:6]3[C:5]=2[CH:4]=1. Procedure: Analogously to Example 4, 8-methoxy-1,2,3,3a,5,9b-hexahydrocyclopenta[c]quinolin-4-one (8 mg, 0.37 mmol) is reacted with Lawesson's reagent (404 mg, 1.0 mmol) to form 61 mg (71%) of product. Starting materials: COCCCCN1C(=NC2=C1C=CC=C2)C(=O)N([C@@H]2CN(C[C@@H](C2)C(=O)N2CCOCC2)C(=O)OC(C)(C)C)CCC (tert-Butyl (3S,5R)-3-[{[1-(4-methoxybutyl)-1H-benzimidazol-2-yl]carbonyl}(propyl)amino]-5-(morpholin-4-ylcarbonyl)piperidine-1-carboxylate), C(C)(=O)OCC.Cl (hydrogen chloride-ethyl acetate). Reaction conditions: time 2 hour. Yields the product Cl.Cl.COCCCCN1C(=NC2=C1C=CC=C2)C(=O)N(CCC)[C@@H]2CNC[C@@H](C2)C(=O)N2CCOCC2 (1-(4-methoxybutyl)-N-[(3S,5R)-5-(morpholin-4-ylcarbonyl)piperidin-3-yl]-N-propyl-1H-benzimidazole-2-carboxamide dihydrochloride). RXN SMILES: [CH3:1][O:2][CH2:3][CH2:4][CH2:5][CH2:6][N:7]1[C:11]2[CH:12]=[CH:13][CH:14]=[CH:15][C:10]=2[N:9]=[C:8]1[C:16]([N:18]([CH2:40][CH2:41][CH3:42])[C@H:19]1[CH2:24][C@@H:23]([C:25]([N:27]2[CH2:32][CH2:31][O:30][CH2:29][CH2:28]2)=[O:26])[CH2:22][N:21](C(OC(C)(C)C)=O)[CH2:20]1)=[O:17].C(OCC)(=O)C.[ClH:49]>>[ClH:49].[ClH:49].[CH3:1][O:2][CH2:3][CH2:4][CH2:5][CH2:6][N:7]1[C:11]2[CH:12]=[CH:13][CH:14]=[CH:15][C:10]=2[N:9]=[C:8]1[C:16]([N:18]([C@H:19]1[CH2:24][C@@H:23]([C:25]([N:27]2[CH2:28][CH2:29][O:30][CH2:31][CH2:32]2)=[O:26])[CH2:22][NH:21][CH2:20]1)[CH2:40][CH2:41][CH3:42])=[O:17] |f:1.2,3.4.5|. Reported procedure: tert-Butyl (3S,5R)-3-[{[1-(4-methoxybutyl)-1H-benzimidazol-2-yl]carbonyl}(propyl)amino]-5-(morpholin-4-ylcarbonyl)piperidine-1-carboxylate (2.19 g) was dissolved in 4M hydrogen chloride-ethyl acetate (20 ml), and the mixture was stirred at room temperature for 2 hr. The reaction mixture was concentrated to give the object product (2.09 g).